This data is from the Open Reaction Database (ORD), a public repository of structured organic reaction records. The task is: describe an organic reaction: reactants, conditions, products, and yield Starting materials: FC(OC1=CC=C(OC2=CC=C(C=C2)C2=C(NC(=CC2=O)C)C)C=C1)(F)F (3-(4-(4-trifluoromethoxyphenoxy)phenyl)-2,6-dimethylpyridin-4(1H)-one), ClN1C(CCC1=O)=O (N-chlorosuccinimide). The solvent is C(Cl)(Cl)Cl (chloroform). Reaction conditions: time 3 day. The product is ClC1=C(NC(=C(C1=O)C1=CC=C(C=C1)OC1=CC=C(C=C1)OC(F)(F)F)C)C (3-Chloro-5-(4-(4-trifluoromethoxyphenoxy)phenyl)-2,6-dimethylpyridin-4(1H)-one). The yield is 24.8%. Reaction SMILES: [F:1][C:2]([F:27])([F:26])[O:3][C:4]1[CH:25]=[CH:24][C:7]([O:8][C:9]2[CH:14]=[CH:13][C:12]([C:15]3[C:20](=[O:21])[CH:19]=[C:18]([CH3:22])[NH:17][C:16]=3[CH3:23])=[CH:11][CH:10]=2)=[CH:6][CH:5]=1.[Cl:28]N1C(=O)CCC1=O>C(Cl)(Cl)Cl>[Cl:28][C:19]1[C:20](=[O:21])[C:15]([C:12]2[CH:11]=[CH:10][C:9]([O:8][C:7]3[CH:6]=[CH:5][C:4]([O:3][C:2]([F:1])([F:26])[F:27])=[CH:25][CH:24]=3)=[CH:14][CH:13]=2)=[C:16]([CH3:23])[NH:17][C:18]=1[CH3:22]. Reported procedure: A mixture of 3-(4-(4-trifluoromethoxyphenoxy)phenyl)-2,6-dimethylpyridin-4(1H)-one (0.37 g) and N-chlorosuccinimide (0.16 g) in chloroform was stirred at room temperature for 3 days. The precipitate was filtered off and recrystallised from DMF to afford the title compound (0.1 g), m.p. 298°-302°, NMR δH (d6 -DMSO) 7.35-7.5 (2H, m), 7.1-7.3 (4H, m), 7-7.1 (2H, m), 2.38 (3H, s), 2.1 (3H, s). Procedure: Under argon, 4-hydroxyphenyl 4-iodophenyl ketone (380 mg) obtained in Example 177 and 4-dimethylaminopyridine (158 mg) were added to xylene (11 ml), and the admixture was stirred at room temperature. After 2 hours, 4-chloro-6,7-dimethoxyquinoline (262 mg) was added, and the admixture was refluxed with heat overnight. The reaction mixture was partitioned between saturated aqueous sodium hydrogen carbonate and chloroform, and the chloroform layer was then dried with anhydrous magnesium sulfate. Af... The reactants are IC1=CC=C(C=C1)C(=O)C1=CC=C(C=C1)O (4-Hydroxyphenyl 4-iodophenyl ketone), ClC1=CC=NC2=CC(=C(C=C12)OC)OC (4-chloro-6,7-dimethoxyquinoline). Yield: 76.6%. Reaction SMILES: [I:1][C:2]1[CH:7]=[CH:6][C:5]([C:8]([C:10]2[CH:15]=[CH:14][C:13]([OH:16])=[CH:12][CH:11]=2)=[O:9])=[CH:4][CH:3]=1.Cl[C:18]1[C:27]2[C:22](=[CH:23][C:24]([O:30][CH3:31])=[C:25]([O:28][CH3:29])[CH:26]=2)[N:21]=[CH:20][CH:19]=1>CN(C)C1C=CN=CC=1.C1(C)C(C)=CC=CC=1>[CH3:29][O:28][C:25]1[CH:26]=[C:27]2[C:22](=[CH:23][C:24]=1[O:30][CH3:31])[N:21]=[CH:20][CH:19]=[C:18]2[O:16][C:13]1[CH:14]=[CH:15][C:10]([C:8]([C:5]2[CH:6]=[CH:7][C:2]([I:1])=[CH:3][CH:4]=2)=[O:9])=[CH:11][CH:12]=1. Run in C=1(C(=CC=CC1)C)C (xylene). Reagents/catalysts: CN(C1=CC=NC=C1)C (4-dimethylaminopyridine). Conditions: time 2 hour. Yields the product COC=1C=C2C(=CC=NC2=CC1OC)OC1=CC=C(C=C1)C(=O)C1=CC=C(C=C1)I ({4-[(6,7-Dimethoxy-4-quinolyl)oxy]phenyl}(4-iodophenyl)methanone). Reactants: ClCCCBr, Oc1ccc(-c2nnc(CSCCOc3ccccc3)o2)cc1. The product is ClCCCOc1ccc(-c2nnc(CSCCOc3ccccc3)o2)cc1. Reaction SMILES: [Br:24][CH2:25][CH2:26][CH2:27][Cl:28].[O:1]([c:2]1[cH:3][cH:4][cH:5][cH:6][cH:7]1)[CH2:8][CH2:9][S:10][CH2:11][c:12]1[n:13][n:14][c:15](-[c:17]2[cH:18][cH:19][c:20]([OH:23])[cH:21][cH:22]2)[o:16]1>>[O:1]([c:2]1[cH:3][cH:4][cH:5][cH:6][cH:7]1)[CH2:8][CH2:9][S:10][CH2:11][c:12]1[n:13][n:14][c:15](-[c:17]2[cH:18][cH:19][c:20]([O:23][CH2:25][CH2:26][CH2:27][Cl:28])[cH:21][cH:22]2)[o:16]1. Yields the product CC1=C(C=CC=C1)NC=1OC2=C(N1)C=CC(=C2)CC(=O)N(C)CCOC2=CC=C(C(=O)OC)C=C2 (methyl 4-(2-((2-(2-methylphenylamino)-6-benzoxazolyl)-N-methylacetamido)ethoxy)benzoate). Reported procedure: In DMF (6 ml) were dissolved 2-(2-methylphenylamino)-6-benzoxazolylacetic acid (154 mg, 0.55 mmol) and methyl 4-(2-(N-methylamino)ethoxy)benzoate (117 mg, 0.55 mmol). To the resulting solution were added EDC HCl (157 mg, 0.81 mmol), HOBt (5 mg, 0.04 mmol), and DMAP (5 mg, 0.04 mmol). The resulting mixture was stirred at room temperature for 18 hours. Water was added to the reaction mixture, followed by extraction with ethyl acetate. The extract was washed with saturated brine, dried over anhydro... The yield is 79.5%. Reactants: CC1=C(C=CC=C1)NC=1OC2=C(N1)C=CC(=C2)CC(=O)O (2-(2-methylphenylamino)-6-benzoxazolylacetic acid), CNCCOC1=CC=C(C(=O)OC)C=C1 (methyl 4-(2-(N-methylamino)ethoxy)benzoate), CCN=C=NCCCN(C)C.Cl (EDC HCl), O (Water). The solvent is CN(C)C=O (DMF). Conditions: time 18 hour. Reagents/catalysts: CN(C)C=1C=CN=CC1 (DMAP), C=1C=CC2=C(C1)N=NN2O (HOBt). Reaction SMILES: C[C:2]1[CH:7]=[CH:6][CH:5]=[CH:4][C:3]=1[NH:8][C:9]1[O:10][C:11]2[CH:17]=[C:16]([CH2:18][C:19]([OH:21])=O)[CH:15]=[CH:14][C:12]=2[N:13]=1.[CH3:22][NH:23][CH2:24][CH2:25][O:26][C:27]1[CH:36]=[CH:35][C:30]([C:31]([O:33][CH3:34])=[O:32])=[CH:29][CH:28]=1.[CH3:37]CN=C=NCCCN(C)C.Cl.O>CN(C=O)C.CN(C1C=CN=CC=1)C.C1C=CC2N(O)N=NC=2C=1>[CH3:37][C:2]1[CH:7]=[CH:6][CH:5]=[CH:4][C:3]=1[NH:8][C:9]1[O:10][C:11]2[CH:17]=[C:16]([CH2:18][C:19]([N:23]([CH2:24][CH2:25][O:26][C:27]3[CH:36]=[CH:35][C:30]([C:31]([O:33][CH3:34])=[O:32])=[CH:29][CH:28]=3)[CH3:22])=[O:21])[CH:15]=[CH:14][C:12]=2[N:13]=1 |f:2.3|. Reactants: C(C1=CC=CC=C1)OCC1=CC(C(=NN1C1=C(C=CC=C1)OC(C)(C)C)C1=CC=NN1C1=CC=CC=C1)=O (6-[(benzyloxy)methyl]-1-(2-tert-butoxyphenyl)-3-(1-phenyl-1H-pyrazol-5-yl)pyridazin-4(1H)-one). Run in C(=O)(C(F)(F)F)O (TFA). The product is OCC1=CC(C(=NN1C1=C(C=CC=C1)O)C1=CC=NN1C1=CC=CC=C1)=O (6-(hydroxymethyl)-1-(2-hydroxyphenyl)-3-(1-phenyl-1H-pyrazol-5-yl)pyridazin-4(1H)-one). Yield: 30.0%. As a reaction SMILES: C([O:8][CH2:9][C:10]1[N:15]([C:16]2[CH:21]=[CH:20][CH:19]=[CH:18][C:17]=2[O:22]C(C)(C)C)[N:14]=[C:13]([C:27]2[N:31]([C:32]3[CH:37]=[CH:36][CH:35]=[CH:34][CH:33]=3)[N:30]=[CH:29][CH:28]=2)[C:12](=[O:38])[CH:11]=1)C1C=CC=CC=1>C(O)(C(F)(F)F)=O>[OH:8][CH2:9][C:10]1[N:15]([C:16]2[CH:21]=[CH:20][CH:19]=[CH:18][C:17]=2[OH:22])[N:14]=[C:13]([C:27]2[N:31]([C:32]3[CH:37]=[CH:36][CH:35]=[CH:34][CH:33]=3)[N:30]=[CH:29][CH:28]=2)[C:12](=[O:38])[CH:11]=1. Procedure details: A solution of 6-[(benzyloxy)methyl]-1-(2-tert-butoxyphenyl)-3-(1-phenyl-1H-pyrazol-5-yl)pyridazin-4(1H)-one (0.89 g) in TFA (9 mL) was heated under reflux for 4 hr. After cooling, the solvent was evaporated under reduced pressure, and the residue was purified by silica gel column chromatography (ethyl acetate/methanol) to give the title compound (0.19 g). Reactants: NC1=C(NC2=C(C3=C(S2)C=CC(=C3)C)C(=O)OC)C=CC=C1 (methyl 2-(2-aminoanilino)-5-methylbenzo[b]thiophene-3-carboxylate), CN1CCNCC1 (1-methylpiperazine), C1(=CC=CC=C1)OC (anisole). The reagents and catalysts are [Ti](Cl)(Cl)(Cl)Cl (titanium tetrachloride). The product is CC=1C=CC2=C(C1)C1=C(NC3=C(N=C1N1CCN(CC1)C)C=CC=C3)S2 (2-methyl-12-(4-methylpiperazin-1-yl)-6H-[1]benzothieno[2,3-b][1,5]benzodiazepine). As a reaction SMILES: [NH2:1][C:2]1[CH:22]=[CH:21][CH:20]=[CH:19][C:3]=1[NH:4][C:5]1[S:9][C:8]2[CH:10]=[CH:11][C:12]([CH3:14])=[CH:13][C:7]=2[C:6]=1[C:15](OC)=O.[CH3:23][N:24]1[CH2:29][CH2:28][NH:27][CH2:26][CH2:25]1.C1(OC)C=CC=CC=1>[Ti](Cl)(Cl)(Cl)Cl>[CH3:14][C:12]1[CH:11]=[CH:10][C:8]2[S:9][C:5]3[NH:4][C:3]4[CH:19]=[CH:20][CH:21]=[CH:22][C:2]=4[N:1]=[C:15]([N:27]4[CH2:28][CH2:29][N:24]([CH3:23])[CH2:25][CH2:26]4)[C:6]=3[C:7]=2[CH:13]=1. Reported procedure: In the same manner as in Example 1 and using methyl 2-(2-aminoanilino)-5-methylbenzo[b]thiophene-3-carboxylate, 1-methylpiperazine, anisole and titanium tetrachloride, 2-methyl-12-(4-methylpiperazin-1-yl)-6H-[1]benzothieno[2,3-b][1,5]benzodiazepine is obtained. Starting materials: FC1=C(C=CC=C1F)C12NOCC1[C@H](OC2)C(F)(F)F ((4S)-6a-(2,3-difluorophenyl)-4-(trifluoromethyl)hexahydrofuro[3,4-c]isoxazole). The reagents and catalysts are [Zn] (Zinc). The solvent is C(C)(=O)O (acetic acid), CCOC(=O)C (EtOAc). Reaction conditions: temperature 0 celsius, time 20 hour. Yields the product N[C@@]1([C@@H]([C@H](OC1)C(F)(F)F)CO)C1=C(C(=CC=C1)F)F (((2S,3R,4S)-4-amino-4-(2,3-difluorophenyl)-2-(trifluoromethyl)tetrahydrofuran-3-yl)methanol). Isolated yield 98.1%. RXN SMILES: [F:1][C:2]1[C:7]([F:8])=[CH:6][CH:5]=[CH:4][C:3]=1[C:9]12[CH2:16][O:15][C@H:14]([C:17]([F:20])([F:19])[F:18])[CH:13]1[CH2:12][O:11][NH:10]2>C(O)(=O)C.CCOC(C)=O.[Zn]>[NH2:10][C@@:9]1([C:3]2[CH:4]=[CH:5][CH:6]=[C:7]([F:8])[C:2]=2[F:1])[CH2:16][O:15][C@H:14]([C:17]([F:19])([F:18])[F:20])[C@H:13]1[CH2:12][OH:11]. Procedure: (4S)-6a-(2,3-difluorophenyl)-4-(trifluoromethyl)hexahydrofuro[3,4-c]isoxazole (3.16 g) was dissolved in acetic acid (20 mL) and the reaction mixture cooled to 0° C. Zinc (5.0 g) was added, and the reaction was allowed to warm and stir at RT for 20 h. The reaction mixture was then diluted with EtOAc (50 mL) and filtered through Celite®, washing with a further 100 mL of EtOAc. The combined organic portions were evaporated, dissolved in CHCl3 (20 mL), and ammonia (28% aq., 25 mL) was added slowly. ...